This data is from the Open Reaction Database (ORD), a public repository of structured organic reaction records. The task is: describe an organic reaction: reactants, conditions, products, and yield Reactants: BrC=1C(=NC(=NC1)COC)C(=O)O (5-bromo-2-methoxymethyl-pyrimidine-4-carboxylic acid), C(=O)([O-])[O-].[Cs+].[Cs+] (Cs2CO3), CI (methyliodide). Run in CC(=O)C (acetone). Yields the product COC(=O)C1=NC(=NC=C1Br)COC (5-Bromo-2-methoxymethyl-pyrimidine-4-carboxylic acid methyl ester). Yield: 26.5%. RXN SMILES: [Br:1][C:2]1[C:3]([C:11]([OH:13])=[O:12])=[N:4][C:5]([CH2:8][O:9][CH3:10])=[N:6][CH:7]=1.[C:14]([O-])([O-])=O.[Cs+].[Cs+].CI>CC(C)=O>[CH3:14][O:12][C:11]([C:3]1[C:2]([Br:1])=[CH:7][N:6]=[C:5]([CH2:8][O:9][CH3:10])[N:4]=1)=[O:13] |f:1.2.3|. Procedure details: To a solution of 5-bromo-2-methoxymethyl-pyrimidine-4-carboxylic acid (2.5 g, 10.1 mmol) in acetone (100 ml) was added Cs2CO3 (19.8 g, 60.7 mmol) followed by methyliodide (3.8 ml, 60.7 mmol). The mixture was heated to reflux for 8 h. The reaction mixture was then filtered, and the filtrate was evaporated. The crude material was purified by silica gel chromatography using a ethyl acetate/hexane eluent to yield 700 mg (27%) of the title compound as yellow oil. Starting materials: 53269x, C(C=1C(N)=CC=CC1)(=O)OC (methyl anthranilate), N1=CC=CC=C1 (pyridine), Cl.N(C(=N)N)C[C@@H]1CC[C@H](CC1)C(=O)O (Trans-4-guanidinomethylcyclohexanecarboxylic acid hydrochloride), C1(CCCCC1)N=C=NC1CCCCC1 (dicyclohexylcarbodiimide). The solvent is O (water). The product is Cl.COC(=O)C1=C(C=CC=C1)NC(=O)[C@@H]1CC[C@H](CC1)CNC(=N)N (N-(o-methoxycarbonylphenyl)-trans4-guanidinomethylcyclohexanecarboxamide hydrochloride). The yield is 46.5%. As a reaction SMILES: [ClH:1].[NH:2]([CH2:6][C@H:7]1[CH2:12][CH2:11][C@H:10]([C:13]([OH:15])=O)[CH2:9][CH2:8]1)[C:3]([NH2:5])=[NH:4].[C:16]([O:25][CH3:26])(=[O:24])[C:17]1[C:18](=[CH:20][CH:21]=[CH:22][CH:23]=1)[NH2:19].N1C=CC=CC=1.C1(N=C=NC2CCCCC2)CCCCC1>O>[ClH:1].[CH3:26][O:25][C:16]([C:17]1[CH:23]=[CH:22][CH:21]=[CH:20][C:18]=1[NH:19][C:13]([C@H:10]1[CH2:9][CH2:8][C@H:7]([CH2:6][NH:2][C:3]([NH2:5])=[NH:4])[CH2:12][CH2:11]1)=[O:15])=[O:24] |f:0.1,6.7|. Reported procedure: Trans-4-guanidinomethylcyclohexanecarboxylic acid hydrochloride (3 g, 0.013 mole) (which is prepared by the method as disclosed in Japanese Patent First Publication No. 19694/1977, C.A., 87, 53269x) and methyl anthranilate (2.3 g, 0.015 mole) are added to pyridine (20 ml), and the mixture is stirred for a while, and thereto is added dicyclohexylcarbodiimide (3.1 g, 0.015 mole), and the mixture is stirred at room temperature for 72 hours. After the completion of the reaction, water (10 ml) is add... The reactants are C(C)(C)OC1=CC=C(OC2=NN=C(S2)C2=CC=C(S2)C(C)O)C=C1 (1-{5-[5-(4-isopropoxyphenoxy)-1,3,4-thiadiazol-2-yl]thien-2-yl}ethanol), C1(C=2C(C(N1)=O)=CC=CC2)=O (phthalimide), C1(=CC=CC=C1)P(C1=CC=CC=C1)C1=CC=CC=C1 (triphenyl phosphine), N(=NC(=O)OC(C)C)C(=O)OC(C)C (diisopropyl azodicarboxylate). The solvent is O1CCCC1 (tetrahydrofuran). Reaction conditions: temperature 25 celsius, time 3 hour. Product: C(C)(C)OC1=CC=C(OC2=NN=C(S2)C2=CC=C(S2)C(C)N2C(C3=CC=CC=C3C2=O)=O)C=C1 (2-(1-{5-[5-(4-isopropoxyphenoxy)-1,3,4-thiadiazol-2-yl]thien-2-yl}ethyl)-1H-isoindole-1,3(2H)-dione). Isolated yield 277.8%. Reaction SMILES: [CH:1]([O:4][C:5]1[CH:24]=[CH:23][C:8]([O:9][C:10]2[S:14][C:13]([C:15]3[S:19][C:18]([CH:20](O)[CH3:21])=[CH:17][CH:16]=3)=[N:12][N:11]=2)=[CH:7][CH:6]=1)([CH3:3])[CH3:2].[C:25]1(=[O:35])[NH:29][C:28](=[O:30])[C:27]2=[CH:31][CH:32]=[CH:33][CH:34]=[C:26]12.C1(P(C2C=CC=CC=2)C2C=CC=CC=2)C=CC=CC=1.N(C(OC(C)C)=O)=NC(OC(C)C)=O>O1CCCC1>[CH:1]([O:4][C:5]1[CH:24]=[CH:23][C:8]([O:9][C:10]2[S:14][C:13]([C:15]3[S:19][C:18]([CH:20]([N:29]4[C:25](=[O:35])[C:26]5[C:27](=[CH:31][CH:32]=[CH:33][CH:34]=5)[C:28]4=[O:30])[CH3:21])=[CH:17][CH:16]=3)=[N:12][N:11]=2)=[CH:7][CH:6]=1)([CH3:3])[CH3:2]. Reported procedure: A solution of Example 24E (0.37 g, 1.025 mmol), phthalimide (0.151 g, 1.025 mmol), and triphenyl phosphine (0.537 g, 2.05 mmol) in tetrahydrofuran (5 mL) was treated with diisopropyl azodicarboxylate (0.385 mL, 1.85 mmol) and the resulting solution was stirred at 25° C. for 3 hours. The reaction was concentrated under reduced pressure on a rotary evaporator to provide 1.4 g of a yellow oil. The concentrate was purified by flash chromatography on silica gel eluting with a solvent gradient from 1%... Reactants: C(C)(=O)O (acetic acid), Cl (HCl), ClC=1C=C(C=C(C1)Cl)NC1=NNC(=N1)N (N3-(3,5-dichlorophenyl)-1H-1,2,4-triazole-3,5-diamine), 2, N1(CCCC1)S(=O)(=O)C1=CC=C(C=O)C=C1 (4-(pyrrolidin-1-ylsulfonyl)benzaldehyde). Run in CO (MeOH). Run at time 15 minute. The product is ClC=1C=C(C=C(C1)Cl)NC1=NNC(=N1)NCC1=CC=C(C=C1)S(=O)(=O)N1CCCC1 (N3-(3,5-dichlorophenyl)-N5-(4-(pyrrolidin-1-ylsulfonyl)benzyl)-1H-1,2,4-triazole-3,5-diamine). Yield: 79.0%. RXN SMILES: [Cl:1][C:2]1[CH:3]=[C:4]([NH:9][C:10]2[N:14]=[C:13]([NH2:15])[NH:12][N:11]=2)[CH:5]=[C:6]([Cl:8])[CH:7]=1.[N:16]1([S:21]([C:24]2[CH:31]=[CH:30][C:27]([CH:28]=O)=[CH:26][CH:25]=2)(=[O:23])=[O:22])[CH2:20][CH2:19][CH2:18][CH2:17]1.C(O)(=O)C.Cl>CO>[Cl:1][C:2]1[CH:3]=[C:4]([NH:9][C:10]2[N:14]=[C:13]([NH:15][CH2:28][C:27]3[CH:30]=[CH:31][C:24]([S:21]([N:16]4[CH2:20][CH2:19][CH2:18][CH2:17]4)(=[O:23])=[O:22])=[CH:25][CH:26]=3)[NH:12][N:11]=2)[CH:5]=[C:6]([Cl:8])[CH:7]=1. Procedure: To a solution of N3-(3,5-dichlorophenyl)-1H-1,2,4-triazole-3,5-diamine Intermediate 2 (100 mg, 410 μmol) in MeOH (3.5 ml) was added 4-(pyrrolidin-1-ylsulfonyl)benzaldehyde (118 mg, 492 μmol) followed by acetic acid (36.7 mg, 35 μl, 611 μmol). The reaction was stirred at room temperature for 15 minutes, 2-picoline borane complex (65.7 mg, 615 μmol) was added and the stirring was continued for 6 days. The reaction mixture was poured into 0.1N HCl solution (25 ml) to give a suspension, which was fi... Reactants: N[C@H](CO)CC ((S)-2-aminobutan-1-ol), OCC(C)=O (1-hydroxypropan-2-one). Reagents/catalysts: [Pt](=O)=O (platinum(IV) oxide). Conditions: time 30.5 hour. The product is OCC(C)N[C@H](CO)CC ((S)-2-(1-hydroxypropan-2-ylamino)butan-1-ol). Yield: 72928.5%. Reaction SMILES: [NH2:1][C@@H:2]([CH2:5][CH3:6])[CH2:3][OH:4].[OH:7][CH2:8][C:9](=O)[CH3:10]>[Pt](=O)=O>[OH:7][CH2:8][CH:9]([NH:1][C@@H:2]([CH2:5][CH3:6])[CH2:3][OH:4])[CH3:10]. Procedure: A mixture of (S)-2-aminobutan-1-ol (14.5 g, 0.163 mmol), 1-hydroxypropan-2-one (13.3 mL, 0.195 mmol) and platinum(IV) oxide (100 mg, 0.440 mol) were stirred under a hydrogen atmosphere (1 atm). After 30.5 h, the reaction mixture was filtered through diatomaceous earth and the filtrate was concentrated under reduced pressure. The residue was purified by distillation to give (S)-2-(1-hydroxypropan-2-ylamino)butan-1-ol (17.5 g, 74%) as a colorless oil. 1H NMR consistent. The reactants are ClC1=C(C=CC=C1)N1C(N(C2=NC(=NC=C2C1)N[C@@H]1CC[C@H](CC1)NS(=O)(=O)C)COCC[Si](C)(C)C)=O (3-(2-chlorophenyl)-7-[trans-4-(methanesulfonylamino)cyclohexylamino]-1-[2-(trimethylsilyl)ethoxymethyl]-3,4-dihydropyrimido[4,5-d]pyrimidin-2(1H)-one), Cl (hydrochloric acid). Solvent: CO (methanol). Run at temperature 40 celsius, time 24 hour. Yields the product ClC1=C(C=CC=C1)N1C(NC2=NC(=NC=C2C1)N[C@@H]1CC[C@H](CC1)NS(=O)(=O)C)=O (3-(2-chlorophenyl)-7-[trans-4-(methanesulfonylamino)cyclohexylamino]-3,4-dihydropyrimido[4,5-d]pyrimidin-2(1H)-one). As a reaction SMILES: [Cl:1][C:2]1[CH:7]=[CH:6][CH:5]=[CH:4][C:3]=1[N:8]1[CH2:17][C:16]2[C:11](=[N:12][C:13]([NH:18][C@H:19]3[CH2:24][CH2:23][C@H:22]([NH:25][S:26]([CH3:29])(=[O:28])=[O:27])[CH2:21][CH2:20]3)=[N:14][CH:15]=2)[N:10](COCC[Si](C)(C)C)[C:9]1=[O:38].Cl>CO>[Cl:1][C:2]1[CH:7]=[CH:6][CH:5]=[CH:4][C:3]=1[N:8]1[CH2:17][C:16]2[C:11](=[N:12][C:13]([NH:18][C@H:19]3[CH2:24][CH2:23][C@H:22]([NH:25][S:26]([CH3:29])(=[O:27])=[O:28])[CH2:21][CH2:20]3)=[N:14][CH:15]=2)[NH:10][C:9]1=[O:38]. Procedure: To a solution of the 3-(2-chlorophenyl)-7-[trans-4-(methanesulfonylamino)cyclohexylamino]-1-[2-(trimethylsilyl)ethoxymethyl]-3,4-dihydropyrimido[4,5-d]pyrimidin-2(1H)-one (290 mg, 0.5 mmol) in 5 mL methanol was added 4.0 mL of 10% aqueous hydrochloric acid. The reaction mixture was stirred at 40° C. for 24 hours, and was concentrated in vacuo. Repeated triturations of the colorless. oil with ethyl acetate gave 3-(2-chlorophenyl)-7-[trans-4-(methanesulfonylamino)cyclohexylamino]-3,4-dihydropyrimi... As a reaction SMILES: [Br:1][C:2]1[CH:3]=[CH:4][C:5]2[C:6]3[N:14]=[C:13](Cl)[N:12]=[C:11]([O:16][CH2:17][CH2:18][OH:19])[C:7]=3[NH:8][C:9]=2[CH:10]=1.[NH:20]1[CH2:25][CH2:24][NH:23][CH2:22][CH2:21]1>C1(C)C=C(C)C=C(C)C=1>[Br:1][C:2]1[CH:3]=[CH:4][C:5]2[C:6]3[N:14]=[C:13]([N:20]4[CH2:25][CH2:24][NH:23][CH2:22][CH2:21]4)[N:12]=[C:11]([O:16][CH2:17][CH2:18][OH:19])[C:7]=3[NH:8][C:9]=2[CH:10]=1. Procedure details: 400 mg (1.17 mmol) 2-(7-bromo-2-chloro-5H-pyrimido[5,4-b]indol-4-yloxy)ethanol and 1.0 g (11.7 mmol) piperazine in 50 ml mesitylene were heated to 150° C. for 5 h. Then, the solvent was removed and the residue was taken up in EtOH and filtrated. Having removed the solvent, 250 mg (55%) of the title substance was obtained. ESI-MS [m/z]: 392, 394[M+H]+ Starting materials: BrC=1C=CC=2C3=C(NC2C1)C(=NC(=N3)Cl)OCCO (2-(7-bromo-2-chloro-5H-pyrimido[5,4-b]indol-4-yloxy)ethanol), N1CCNCC1 (piperazine). Solvent: C1(=CC(=CC(=C1)C)C)C (mesitylene). Yields the product BrC=1C=CC=2C3=C(NC2C1)C(=NC(=N3)N3CCNCC3)OCCO (2-{7-bromo-2-(piperazin-1-yl)-5H-pyrimido-[5,4-b]indol-4-yloxy}ethanol).